Dataset: the Open Reaction Database (ORD), a public repository of structured organic reaction records. Task: describe an organic reaction: reactants, conditions, products, and yield Starting materials: BrC1=CC(=C(C(=O)O)C=C1)F (4-bromo-2-fluorobenzoic acid), CNCC (N-methyl-ethanamine). Yields the product BrC1=CC(=C(C(=O)N(C)CC)C=C1)F (4-bromo-N-ethyl-2-fluoro-N-methyl-benzamide). As a reaction SMILES: [Br:1][C:2]1[CH:10]=[CH:9][C:5]([C:6]([OH:8])=O)=[C:4]([F:11])[CH:3]=1.[CH3:12][NH:13][CH2:14][CH3:15]>>[Br:1][C:2]1[CH:10]=[CH:9][C:5]([C:6]([N:13]([CH2:14][CH3:15])[CH3:12])=[O:8])=[C:4]([F:11])[CH:3]=1. Reported procedure: The sub-title compound was prepared by the method of example 18 step a) using 4-bromo-2-fluorobenzoic acid and N-methyl-ethanamine.